Dataset: the Open Reaction Database (ORD), a public repository of structured organic reaction records. Task: describe an organic reaction: reactants, conditions, products, and yield Reaction SMILES: [CH2:1]1[C:2](=[O:13])[CH2:3][C:4](=[O:12])[CH2:5][C:6]12[CH2:7][CH2:8][CH2:9][CH2:10][CH2:11]2.[c:14]1([CH3:26])[cH:15][cH:16][c:17]([S:20](=[O:21])(=[O:22])[N:23]=[C:24]=[O:25])[cH:18][cH:19]1.[cH:27]1[cH:28][cH:29][cH:30][cH:31][cH:32]1>>[CH2:1]1[C:2](=[O:13])[CH:3]([C:24]([NH:23][S:20]([c:17]2[cH:16][cH:15][c:14]([CH3:26])[cH:19][cH:18]2)(=[O:21])=[O:22])=[O:25])[C:4](=[O:12])[CH2:5][C:6]12[CH2:7][CH2:8][CH2:9][CH2:10][CH2:11]2. The product is Cc1ccc(S(=O)(=O)NC(=O)C2C(=O)CC3(CCCCC3)CC2=O)cc1. Reactants: O=C1CC(=O)CC2(CCCCC2)C1, Cc1ccc(S(=O)(=O)N=C=O)cc1, c1ccccc1.